Dataset: the Open Reaction Database (ORD), a public repository of structured organic reaction records. Task: describe an organic reaction: reactants, conditions, products, and yield Yields the product CC(C)c1cc(O)cc(C=O)c1. The reactants are CCOCC, ClCCl, O=[Cr](=O)([O-])Cl, CC(C)c1cc(O)cc(CO)c1, c1cc[nH+]cc1. As a reaction SMILES: [CH3:24][CH2:25][O:26][CH2:27][CH3:28].[Cl:29][CH2:30][Cl:31].[O:13]=[Cr:14]([Cl:15])([O-:16])=[O:17].[OH:1][CH2:2][c:3]1[cH:4][c:5]([OH:12])[cH:6][c:7]([CH:9]([CH3:10])[CH3:11])[cH:8]1.[nH+:18]1[cH:19][cH:20][cH:21][cH:22][cH:23]1>>[O:1]=[CH:2][c:3]1[cH:4][c:5]([OH:12])[cH:6][c:7]([CH:9]([CH3:10])[CH3:11])[cH:8]1. Starting materials: N(=[N+]=[N-])CCCC1(C(NC(N1)=O)=O)C (5-(3-azidopropyl)-5-methyl-2,4-imidazolidinedione), S(O)(O)(=O)=O (sulfuric acid). The reagents and catalysts are [Pt] (platinum). Run in CC(C)O (2-propanol). Conditions: time 7 hour. The product is S(=O)(=O)(O)O.NCCCC1(C(NC(N1)=O)=O)C.NCCCC1(C(NC(N1)=O)=O)C (5-(3-aminopropyl)-5-methyl-2,4-imidazolidine dione hemisulfate). As a reaction SMILES: [N:1]([CH2:4][CH2:5][CH2:6][C:7]1([CH3:14])[NH:11][C:10](=[O:12])[NH:9][C:8]1=[O:13])=[N+]=[N-].[S:15](=[O:19])(=[O:18])([OH:17])[OH:16]>CC(O)C.[Pt]>[S:15]([OH:19])([OH:18])(=[O:17])=[O:16].[NH2:1][CH2:4][CH2:5][CH2:6][C:7]1([CH3:14])[NH:11][C:10](=[O:12])[NH:9][C:8]1=[O:13].[NH2:1][CH2:4][CH2:5][CH2:6][C:7]1([CH3:14])[NH:11][C:10](=[O:12])[NH:9][C:8]1=[O:13] |f:4.5.6|. Reported procedure: A suspension of platinum (200 mg) in 2-propanol (50 ml.) and 1 N sulfuric acid (20 ml.) was briefly hydrogenated (3.4 atm) and 5-(3-azidopropyl)-5-methyl-2,4-imidazolidinedione (3.94 g., 0.020 mol) was added. Hydrogenation was continued for 7 hours at 3.4 atmospheres. The catalyst was removed by filtration and the filtrate concentrated to a small volume, addition of 2-propanol afforded 5-(3-aminopropyl)-5-methyl-2,4-imidazolidine dione hemisulfate as prisms, 4.40 g. (0.019 mol, 96%); m.p. 183°-1... Starting materials: OCC=1C=C(C=O)C=CC1 (3-(hydroxymethyl)benzaldehyde), C1CC=COC1 (DHP). The reagents and catalysts are CC=1C=CC(=CC1)S(=O)(=O)O (PTSA). Run in C(Cl)Cl (CH2Cl2). Conditions: time 8 hour. Yields the product O1C(CCCC1)OCC=1C=C(C=O)C=CC1 (3-(((2-Tetrahydropyranyl)oxy)methyl)benzaldehyde). The yield is 87.7%. RXN SMILES: [OH:1][CH2:2][C:3]1[CH:4]=[C:5]([CH:8]=[CH:9][CH:10]=1)[CH:6]=[O:7].[CH2:11]1[CH2:16][O:15][CH:14]=[CH:13][CH2:12]1>C(Cl)Cl.CC1C=CC(S(O)(=O)=O)=CC=1>[O:15]1[CH2:16][CH2:11][CH2:12][CH2:13][CH:14]1[O:7][CH2:6][C:5]1[CH:4]=[C:3]([CH:10]=[CH:9][CH:8]=1)[CH:2]=[O:1]. Procedure details: This alcohol (0.44 mole) was dissolved in CH2Cl2 (500 ml). DHP (50 g, 0.59 mole) and PTSA (1 g, 5 mmol) were added and the mixture was stirred overnight at r.t. After concentration in vacuo, the residue was purified by flash chromatography (5% to 15% EtOAc in toluene) to give 85 g of the title compound. The reactants are C([O-])(O)=O.[Na+] (sodium bicarbonate), ClC1=C(OC(C(=O)OCC)C)C=CC(=C1Cl)C(C(CC)=C)=O (ethyl 2-[2,3-dichloro-4-(2-methylenebutyryl)phenoxy]propionate), crude product. Solvent: O (water), C(C)O (ethanol). Reaction conditions: time 5 hour. Yields the product ClC1=C(OC(C(=O)O)C)C=CC(=C1Cl)C(C(CC)=C)=O (2-[2,3-dichloro-4-(2-methylenebutyryl)phenoxy]propionic acid). As a reaction SMILES: [Cl:1][C:2]1[C:15]([Cl:16])=[C:14]([C:17](=[O:22])[C:18](=[CH2:21])[CH2:19][CH3:20])[CH:13]=[CH:12][C:3]=1[O:4][CH:5]([CH3:11])[C:6]([O:8]CC)=[O:7].C(=O)(O)[O-].[Na+]>C(O)C.O>[Cl:1][C:2]1[C:15]([Cl:16])=[C:14]([C:17](=[O:22])[C:18](=[CH2:21])[CH2:19][CH3:20])[CH:13]=[CH:12][C:3]=1[O:4][CH:5]([CH3:11])[C:6]([OH:8])=[O:7] |f:1.2|. Procedure: To a solution of 2,3-dichloro-4-(2-methylenebutyryl)-phenol (4.90 g., 0.02 mole) in dimethylformamide (20 ml.) is added potassium carbonate (6.08 g., 0.044 mole) and ethyl 2-bromopropionate (7.97 g., 0.044 mole). The reaction mixture is heated at 55°-60° C. for one hour with stirring. The reaction mixture is cooled. Water (50 ml.) is added and the resulting oil is extracted with ether (3 × 100 ml.). The combined ether extracts are dried over anhydrous magnesium sulfate, filtered and the ether is... The reactants are [Al+3], CON(C)C(=O)c1n[nH]c2ccc(C3C(C#N)=C(C)NC(C)=C3C#N)cc12, C1CCOC1, [H-], [H-], [H-], [H-], [Li+]. The product is CC1=C(C#N)C(c2ccc3[nH]nc(C=O)c3c2)C(C#N)=C(C)N1. RXN SMILES: [Al+3:2].[C:7](#[N:8])[C:9]1=[C:10]([CH3:33])[NH:11][C:12]([CH3:32])=[C:13]([C:30]#[N:31])[CH:14]1[c:15]1[cH:16][c:17]2[c:18]([C:24](=[O:25])[N:26]([O:27][CH3:28])[CH3:29])[n:19][nH:20][c:21]2[cH:22][cH:23]1.[CH2:34]1[O:35][CH2:36][CH2:37][CH2:38]1.[H-:1].[H-:4].[H-:5].[H-:6].[Li+:3]>>[C:7](#[N:8])[C:9]1=[C:10]([CH3:33])[NH:11][C:12]([CH3:32])=[C:13]([C:30]#[N:31])[CH:14]1[c:15]1[cH:16][c:17]2[c:18]([CH:24]=[O:25])[n:19][nH:20][c:21]2[cH:22][cH:23]1. RXN SMILES: [CH2:1]([CH3:2])[O:3][C:4]([CH2:5][NH:6][CH3:7])=[O:8].[CH3:14][S:15][c:16]1[s+:17][cH:18][cH:19][s:20]1.[Cl+3:9]([O-:10])([O-:11])([O-:12])[O-:13].[O:21]1[CH2:22][CH2:23][CH2:24][CH2:25]1>>[CH2:1]([CH3:2])[O:3][C:4]([CH2:5][N+:6]([CH3:7])=[c:16]1[s:17][cH:18][cH:19][s:20]1)=[O:8].[Cl+3:9]([O-:10])([O-:11])([O-:12])[O-:13]. Yields the product CCOC(=O)C[N+](C)=c1sccs1, [O-][Cl+3]([O-])([O-])[O-]. The reactants are CCOC(=O)CNC, CSc1scc[s+]1, [O-][Cl+3]([O-])([O-])[O-], C1CCOC1.